This data is from the Open Reaction Database (ORD), a public repository of structured organic reaction records. The task is: describe an organic reaction: reactants, conditions, products, and yield Reactants: C(Cl)Cl (CH2Cl2), IC1=C2C(=NC=C1)N(N=C2)C=2C=C(C=CC2)S(=O)(=O)N (3-(4-iodo-1H-pyrazolo[3,4-b]pyridin-1-yl)benzenesulfonamide), C([O-])([O-])=O.[K+].[K+] (potassium carbonate), Cl.CC1=NC=NC=C1B(O)O (4-methylpyrimidin-5-ylboronic acid hydrochloride salt). The reagents and catalysts are C1=CC=C(C=C1)P([C-]2C=CC=C2)C3=CC=CC=C3.C1=CC=C(C=C1)P([C-]2C=CC=C2)C3=CC=CC=C3.Cl[Pd]Cl.[Fe+2] (PdCl2(dppf)). The solvent is O (water), CN1CCCC1=O (NMP). Reaction conditions: temperature 105 celsius. The product is CC1=C(C=NC=C1)C1=C2C(=NC=C1)N(N=C2)C=2C=C(C=CC2)S(=O)(=O)N (3-(4-(4-methylpyridin-3-yl)-1H-pyrazolo[3,4-b]pyridin-1-yl)benzenesulfonamide). The yield is 125.4%. RXN SMILES: I[C:2]1[CH:7]=[CH:6][N:5]=[C:4]2[N:8]([C:11]3[CH:12]=[C:13]([S:17]([NH2:20])(=[O:19])=[O:18])[CH:14]=[CH:15][CH:16]=3)[N:9]=[CH:10][C:3]=12.C(=O)([O-])[O-].[K+].[K+].Cl.[CH3:28][C:29]1[C:34](B(O)O)=[CH:33][N:32]=[CH:31]N=1.[CH2:38](Cl)Cl>C1C=CC(P(C2C=CC=CC=2)[C-]2C=CC=C2)=CC=1.C1C=CC(P(C2C=CC=CC=2)[C-]2C=CC=C2)=CC=1.Cl[Pd]Cl.[Fe+2].O.CN1C(=O)CCC1>[CH3:28][C:29]1[CH:38]=[CH:31][N:32]=[CH:33][C:34]=1[C:2]1[CH:7]=[CH:6][N:5]=[C:4]2[N:8]([C:11]3[CH:12]=[C:13]([S:17]([NH2:20])(=[O:19])=[O:18])[CH:14]=[CH:15][CH:16]=3)[N:9]=[CH:10][C:3]=12 |f:1.2.3,4.5,7.8.9.10|. Procedure details: Example 80 was prepared according to the general procedure in Example 2, except heating at 105° C. for 4 h followed by heating at 115° C. for 5.25 h, and using the following materials: Intermediate 1A (32.8 mg, 0.189 mmol), potassium carbonate (149.6 mg, 1.08 mmol), 4-methylpyrimidin-5-ylboronic acid hydrochloride salt (62.8 mg, 0.362 mmol), NMP (1.1 mL), deoxygenated water (100 μL), and PdCl2(dppf).CH2Cl2 (29.7 mg, 0.036 mmol). Example 80 was isolated as an off white solid (16.5 mg, 24.6%). Pur... Starting materials: CC(C)([O-])C.[K+] (Potassium tert-butoxide), C(C=C)OCCN(C(=O)C1=CC(=C(C=C1)CCS(=O)(=O)N1CCC(CC1)(C(=O)N)NC(C1=CC(=C(C=C1)C(F)(F)F)OCCC=C)=O)C)C (1-(2-{4-[(2-allyloxy-ethyl)-methyl-carbamoyl]-2-methyl-phenyl}-ethanesulfonyl)-4-(3-but-3-enyloxy-4-trifluoromethyl-benzoylamino)-piperidine-4-carboxylic amide), [Cl-].[NH4+] (ammonium chloride), O (water). Run in C(C)O (ethanol), [Cl-].[Na+].O (brine). Run at temperature 80 celsius, time 30 minute. The product is C(C=C)OCCN(C(C1=CC(=C(C=C1)CCS(=O)(=O)N1CCC2(C(NC(=N2)C2=CC(=C(C=C2)C(F)(F)F)OCCC=C)=O)CC1)C)=O)C (N-(2-allyloxy-ethyl)-4-{2-[2-(3-but-3-enyloxy-4-trifluoromethyl-phenyl)-4-oxo-1,3,8-triaza-spiro[4.5]dec-1-ene-8-sulfonyl]-ethyl}-3,N-dimethyl-benzamide). As a reaction SMILES: CC(C)([O-])C.[K+].[CH2:7]([O:10][CH2:11][CH2:12][N:13]([CH3:55])[C:14]([C:16]1[CH:21]=[CH:20][C:19]([CH2:22][CH2:23][S:24]([N:27]2[CH2:32][CH2:31][C:30]([NH:36][C:37](=O)[C:38]3[CH:43]=[CH:42][C:41]([C:44]([F:47])([F:46])[F:45])=[C:40]([O:48][CH2:49][CH2:50][CH:51]=[CH2:52])[CH:39]=3)([C:33]([NH2:35])=[O:34])[CH2:29][CH2:28]2)(=[O:26])=[O:25])=[C:18]([CH3:54])[CH:17]=1)=[O:15])[CH:8]=[CH2:9].[Cl-].[NH4+].O>C(O)C.[Cl-].[Na+].O>[CH2:7]([O:10][CH2:11][CH2:12][N:13]([CH3:55])[C:14](=[O:15])[C:16]1[CH:21]=[CH:20][C:19]([CH2:22][CH2:23][S:24]([N:27]2[CH2:28][CH2:29][C:30]3([N:36]=[C:37]([C:38]4[CH:43]=[CH:42][C:41]([C:44]([F:45])([F:47])[F:46])=[C:40]([O:48][CH2:49][CH2:50][CH:51]=[CH2:52])[CH:39]=4)[NH:35][C:33]3=[O:34])[CH2:31][CH2:32]2)(=[O:26])=[O:25])=[C:18]([CH3:54])[CH:17]=1)[CH:8]=[CH2:9] |f:0.1,3.4,7.8.9|. Procedure details: Potassium tert-butoxide (302 mg, 2.69 mmol) was added to a solution of the resulting 1-(2-{4-[(2-allyloxy-ethyl)-methyl-carbamoyl]-2-methyl-phenyl}-ethanesulfonyl)-4-(3-but-3-enyloxy-4-trifluoromethyl-benzoylamino)-piperidine-4-carboxylic amide in ethanol (6 ml), and the mixture was stirred at 80° C. for 30 minutes. A saturated aqueous ammonium chloride solution, water and saturated brine were sequentially added to the reaction solution, followed by extraction with ethyl acetate. The organic lay... RXN SMILES: [C:1]([C:5]1[C:10]2[CH2:11][CH2:12][O:13][C:9]=2[CH:8]=[CH:7][C:6]=1[OH:14])([CH3:4])([CH3:3])[CH3:2].CS([O-])(=O)=O.[OH-].[Na+]>C(O)(C)(C)C.C(Cl)(Cl)Cl>[C:1]([C:5]1[C:10]2[CH2:11][CH2:12][O:13][C:9]=2[C:8]([C:1]([CH3:4])([CH3:3])[CH3:2])=[CH:7][C:6]=1[OH:14])([CH3:4])([CH3:2])[CH3:3] |f:2.3|. Reactants: C(C)(C)(C)C1=C(C=CC2=C1CCO2)O (4-t-butyl-5-hydroxy-2,3-dihydrobenzofuran), CS(=O)(=O)[O-] (methane sulfonate), [OH-].[Na+] (sodium hydroxide), ice water. Reaction conditions: temperature 0 celsius, time 15 minute. Reported procedure: In a solution of 2.84 g of 4-t-butyl-5-hydroxy-2,3-dihydrobenzofuran [J. Org. Chem. 53, 4135 (1988)] in 10.0 g of t-butyl alcohol and 20 ml of chloroform was added dropwise 10 ml of methane sulfonate under ice-cooling. The mixture was stirred at 0° C. for 15 minutes, then poured into ice water. Then, the mixture was neutralized with a 1N aqueous sodium hydroxide solution and extracted with ethyl acetate. The extracted layers were washed with a saturated aqueous sodium bicarbonate solution, dried... Run in C(C)(C)(C)O (t-butyl alcohol), C(Cl)(Cl)Cl (chloroform). The product is C(C)(C)(C)C1=C(C=C(C2=C1CCO2)C(C)(C)C)O (4,7-di-t-butyl-5-hydroxy-2,3-dihydrobenzofuran). The yield is 97.0%. Reactants: C(C)(C)(CC)C1=C(C(=CC=C1)C(C)(C)CC)O (2,6-di-tert-amylphenol), C(C1=CC=CC=C1)=O (benzaldehyde), N1CCCCC1 (piperidine). Solvent: CCCCCCC (heptane). Product: C(C)(C)(CC)C=1C(C(=CC(C1)=CC1=CC=CC=C1)C(C)(C)CC)=O (2,6-Di-tert-amyl-4-benzylidene-cyclohexa-2,5-dienone). The yield is 41.7%. Reaction SMILES: [C:1]([C:6]1[CH:11]=[CH:10][CH:9]=[C:8]([C:12]([CH2:15][CH3:16])([CH3:14])[CH3:13])[C:7]=1[OH:17])([CH2:4][CH3:5])([CH3:3])[CH3:2].[CH:18](=O)[C:19]1[CH:24]=[CH:23][CH:22]=[CH:21][CH:20]=1.N1CCCCC1>CCCCCCC>[C:1]([C:6]1[C:7](=[O:17])[C:8]([C:12]([CH2:15][CH3:16])([CH3:14])[CH3:13])=[CH:9][C:10](=[CH:18][C:19]2[CH:24]=[CH:23][CH:22]=[CH:21][CH:20]=2)[CH:11]=1)([CH2:4][CH3:5])([CH3:3])[CH3:2]. Procedure details: 6.0 g (0.026 Mol) of 2,6-di-tert-amylphenol, 2.75 g (0.026 mol) of benzaldehyde and 4.37 g (0.05 1 mol) of piperidine are refluxed under nitrogen in 50 ml of heptane on a Dean-Stark trap for 24 hours. The solution is then evaporated in vacuo and the residue chromatographed twice on silica gel with hexane and then with hexane:ethyl acetate (9:1 ) to give 3.5 g of the title compound as a thick yellow oil. Reactants: N1CCC(CC1)CCC(=O)O (3-(4-Piperidyl)propionic acid), ClC(=O)OCC1=CC=CC=C1 (Benzyl chloroformate), [OH-].[Ca+2].[OH-] (calcium hydroxide), C(C)#N (acetonitrile). Solvent: O (water). Run at temperature 2.5 celsius, time 2 hour. Product: [Ca+2].C(C1=CC=CC=C1)OC(=O)N1CCC(CC1)CCC(=O)[O-].C(C1=CC=CC=C1)OC(=O)N1CCC(CC1)CCC(=O)[O-] (3-(N-Benzyloxycarbonyl-4-piperidyl)propionic Acid Calcium Salt). Yield: 95.0%. As a reaction SMILES: [NH:1]1[CH2:6][CH2:5][CH:4]([CH2:7][CH2:8][C:9]([OH:11])=[O:10])[CH2:3][CH2:2]1.[OH-].[Ca+2:13].[OH-].C(#N)C.Cl[C:19]([O:21][CH2:22][C:23]1[CH:28]=[CH:27][CH:26]=[CH:25][CH:24]=1)=[O:20]>O>[Ca+2:13].[CH2:22]([O:21][C:19]([N:1]1[CH2:6][CH2:5][CH:4]([CH2:7][CH2:8][C:9]([O-:11])=[O:10])[CH2:3][CH2:2]1)=[O:20])[C:23]1[CH:28]=[CH:27][CH:26]=[CH:25][CH:24]=1.[CH2:22]([O:21][C:19]([N:1]1[CH2:6][CH2:5][CH:4]([CH2:7][CH2:8][C:9]([O-:11])=[O:10])[CH2:3][CH2:2]1)=[O:20])[C:23]1[CH:28]=[CH:27][CH:26]=[CH:25][CH:24]=1 |f:1.2.3,7.8.9|. Procedure details: 3-(4-Piperidyl)propionic acid (20.0 g, 0.12 mol) and calcium hydroxide (14.1 g, 0.19 mol) were suspended in 47 g water and 195 g acetonitrile at 15-25° C. and then cooled to 0-10° C. Benzyl chloroformate (23.9 g, 0.14 mol) was added within 30 minutes and the reaction stirred at 0-5° C. for 2 h. The product precipitated during the reaction and was isolated by filtration to afford the title compound in 95% yield. The reactants are CC(=O)OCCC1CCOC1=O, CO, O. The product is COC(=O)C1CCOCC1. RXN SMILES: [C:1](=[O:2])([CH3:3])[O:4][CH2:5][CH2:6][CH:7]1[C:8](=[O:12])[O:9][CH2:10][CH2:11]1.[CH3:13][OH:14].[OH2:15]>>[CH2:1]1[O:4][CH2:5][CH2:6][CH:7]([C:8]([O:9][CH3:10])=[O:12])[CH2:11]1. Reactants: C1(=CC=CC=C1)O (phenol), C=O (paraformaldehyde), C(C)NCC (diethylamine), N1CCCC1 (pyrrolidine), C(CC)NCCC (dipropylamine), C(C)NCC (diethylamine), N1CCCC1 (pyrrolidine), C(CC)NCCC (dipropylamine), C(C)N(CC)CC1=C(C=CC=C1)O (o-diethylaminomethylphenol), C(CC)N(CCC)CC1=C(C=CC=C1)O (o-dipropylaminomethylphenol). Solvent: C(C)(C)OC(C)C (diisopropyl ether). The product is OC1=C(CN2CCCC2)C=CC=C1 (o-hydroxy-N-benzylpyrrolidine). The yield is 101.8%. RXN SMILES: C1(O)C=CC=CC=1.C=O.C(NCC)C.N1CCCC1.C(NCCC)CC.[CH2:27]([N:29]([CH2:32][C:33]1[CH:38]=[CH:37][CH:36]=[CH:35][C:34]=1[OH:39])[CH2:30][CH3:31])[CH3:28].C(N(CC1C=CC=CC=1O)CCC)CC>C(OC(C)C)(C)C>[OH:39][C:34]1[CH:35]=[CH:36][CH:37]=[CH:38][C:33]=1[CH2:32][N:29]1[CH2:30][CH2:31][CH2:28][CH2:27]1. Procedure details: The procedure was as described in Example 1, but the phenol and paraformaldehyde in diisopropyl ether were reacted at 50° C. in separate runs with (a) 0.65 kg of diethylamine, (b) 0.632 kg pyrrolidine and (c) 0.90 kg of dipropylamine. Under the same reaction conditions and isolation conditions, 1.49 kg (about 93% of theory, relative to converted phenol) of o-diethylaminomethylphenol, 1.77 kg (about 96% of theory, relative to converted phenol) of o-dipropylaminomethylphenol and 1.50 kg (about 95%...